This data is from the Open Reaction Database (ORD), a public repository of structured organic reaction records. The task is: describe an organic reaction: reactants, conditions, products, and yield The reactants are CC=CC(c1ccc(C(F)(F)F)cc1)C(C(=O)O)C(=O)OC(C)(C)C, CO, C[Si](C)(C)C=[N+]=[N-], c1ccccc1. Yields the product CC=CC(c1ccc(C(F)(F)F)cc1)C(C(=O)OC)C(=O)OC(C)(C)C. RXN SMILES: [C:1]([CH3:2])([CH3:3])([CH3:4])[O:5][C:6](=[O:7])[CH:8]([C:9](=[O:10])[OH:11])[CH:12]([CH:13]=[CH:14][CH3:15])[c:16]1[cH:17][cH:18][c:19]([C:22]([F:23])([F:24])[F:25])[cH:20][cH:21]1.[CH3:26][OH:27].[Si:28]([CH3:29])([CH:30]=[N+:31]=[N-:32])([CH3:33])[CH3:34].[cH:35]1[cH:36][cH:37][cH:38][cH:39][cH:40]1>>[C:1]([CH3:2])([CH3:3])([CH3:4])[O:5][C:6](=[O:7])[CH:8]([C:9](=[O:10])[O:11][CH3:29])[CH:12]([CH:13]=[CH:14][CH3:15])[c:16]1[cH:17][cH:18][c:19]([C:22]([F:23])([F:24])[F:25])[cH:20][cH:21]1. Starting materials: CCn1cc(C(=O)O)c(=O)c2cc(F)c(N3CCC(NC(C)=O)C3)nc21, Cl. Yields the product Cl, CCn1cc(C(=O)O)c(=O)c2cc(F)c(N3CCC(N)C3)nc21. RXN SMILES: [C:1](=[O:2])([CH3:3])[NH:4][CH:5]1[CH2:6][N:7]([c:10]2[c:11]([F:26])[cH:12][c:13]3[c:14](=[O:25])[c:15]([C:22](=[O:23])[OH:24])[cH:16][n:17]([CH2:20][CH3:21])[c:18]3[n:19]2)[CH2:8][CH2:9]1.[ClH:27]>>[ClH:27].[NH2:4][CH:5]1[CH2:6][N:7]([c:10]2[c:11]([F:26])[cH:12][c:13]3[c:14](=[O:25])[c:15]([C:22](=[O:23])[OH:24])[cH:16][n:17]([CH2:20][CH3:21])[c:18]3[n:19]2)[CH2:8][CH2:9]1.